From a dataset of the Open Reaction Database (ORD), a public repository of structured organic reaction records. describe an organic reaction: reactants, conditions, products, and yield Procedure: Into a 250 ml flask equipped with a magnetic stirrer, thermometer, condenser, addition funnel and calcium chloride drying tube were placed 2,2,6,6-tetramethyl-4-aminopiperidine (20.3 g, 0.13 mole) and 50 ml of methylene chloride. The addition funnel was charged with 4-t-butylperoxy-4-oxobutanoyl chloride (13.2 g, 0.06 mole) and 50 ml methylene chloride. The acid chloride was added dropwise at 20°-23° C. over a 20 minute period, causing a slight exotherm. The reaction mixture was warmed to 30° C.... Solvent: C(Cl)Cl (methylene chloride), C(Cl)Cl (methylene chloride). As a reaction SMILES: [CH3:1][C:2]1([CH3:11])[CH2:7][CH:6]([NH2:8])[CH2:5][C:4]([CH3:10])([CH3:9])[NH:3]1.[C:12]([O:16][O:17][C:18](=[O:24])[CH2:19][CH2:20][C:21](Cl)=[O:22])([CH3:15])([CH3:14])[CH3:13].C(OOC(=O)CCC(O)=O)(C)(C)C.O=O>C(Cl)Cl>[CH3:1][C:2]1([CH3:11])[CH2:7][CH:6]([NH:8][C:21](=[O:22])[CH2:20][CH2:19][C:18]([O:17][O:16][C:12]([CH3:14])([CH3:13])[CH3:15])=[O:24])[CH2:5][C:4]([CH3:10])([CH3:9])[NH:3]1. Product: CC1(NC(CC(C1)NC(CCC(=O)OOC(C)(C)C)=O)(C)C)C (t-butyl 4-(2,2,6,6-tetramethyl-4-piperidinylamino)-4-(oxo)peroxybutanoate). Reactants: CC1(NC(CC(C1)N)(C)C)C (2,2,6,6-tetramethyl-4-aminopiperidine), C(C)(C)(C)OOC(CCC(=O)O)=O (4-t-butylperoxy-4-oxobutanoic acid), O=O (oxygen), C(C)(C)(C)OOC(CCC(=O)Cl)=O (4-t-butylperoxy-4-oxobutanoyl chloride), amide, carbonyl, acid chloride, perester-amide. Conditions: temperature 30 celsius, time 30 minute. Reactants: Clc1ccccc1-n1nnc2cc(Br)ccc21, Cc1c(F)cc(C(=O)NC2CC2)cc1B1OC(C)(C)C(C)(C)O1, [Na+], [Na+], [Na+], O=C([O-])[O-], C1COCCO1, [OH-], c1ccc(P(c2ccccc2)(c2ccccc2)[Pd](P(c2ccccc2)(c2ccccc2)c2ccccc2)(P(c2ccccc2)(c2ccccc2)c2ccccc2)P(c2ccccc2)(c2ccccc2)c2ccccc2)cc1. The product is Cc1c(F)cc(C(=O)NC2CC2)cc1-c1ccc2c(c1)nnn2-c1ccccc1Cl. As a reaction SMILES: [Br:24][c:25]1[cH:26][c:27]2[c:28]([n:29](-[c:32]3[c:33]([Cl:38])[cH:34][cH:35][cH:36][cH:37]3)[n:30][n:31]2)[cH:39][cH:40]1.[CH:1]1([NH:4][C:5]([c:6]2[cH:7][c:8]([F:22])[c:9]([CH3:21])[c:10]([B:12]3[O:13][C:14]([CH3:15])([CH3:16])[C:17]([CH3:18])([CH3:19])[O:20]3)[cH:11]2)=[O:23])[CH2:2][CH2:3]1.[Na+:41].[Na+:42].[Na+:48].[O-:43][C:44](=[O:45])[O-:46].[O:49]1[CH2:50][CH2:51][O:52][CH2:53][CH2:54]1.[OH-:47].[cH:55]1[cH:56][cH:57][c:58]([P:59]([Pd:60]([P:61]([c:62]2[cH:63][cH:64][cH:65][cH:66][cH:67]2)([c:68]2[cH:69][cH:70][cH:71][cH:72][cH:73]2)[c:74]2[cH:75][cH:76][cH:77][cH:78][cH:79]2)([P:80]([c:81]2[cH:82][cH:83][cH:84][cH:85][cH:86]2)([c:87]2[cH:88][cH:89][cH:90][cH:91][cH:92]2)[c:93]2[cH:94][cH:95][cH:96][cH:97][cH:98]2)[P:99]([c:100]2[cH:101][cH:102][cH:103][cH:104][cH:105]2)([c:106]2[cH:107][cH:108][cH:109][cH:110][cH:111]2)[c:112]2[cH:113][cH:114][cH:115][cH:116][cH:117]2)([c:118]2[cH:119][cH:120][cH:121][cH:122][cH:123]2)[c:124]2[cH:125][cH:126][cH:127][cH:128][cH:129]2)[cH:130][cH:131]1>>[CH:1]1([NH:4][C:5]([c:6]2[cH:7][c:8]([F:22])[c:9]([CH3:21])[c:10](-[c:25]3[cH:26][c:27]4[c:28]([n:29](-[c:32]5[c:33]([Cl:38])[cH:34][cH:35][cH:36][cH:37]5)[n:30][n:31]4)[cH:39][cH:40]3)[cH:11]2)=[O:23])[CH2:2][CH2:3]1. Starting materials: B(Br)(Br)Br (boron tribromide), COC=1C=C(C=CC1)NC(C(=O)OC)=O (methyl N-(3-methoxyphenyl)-oxamate), O (water). The solvent is C(Cl)Cl (methylene chloride). Reaction conditions: time 5 hour. Product: OC=1C=C(C=CC1)NC(C(=O)OC)=O (methyl N-(3-hydroxyphenyl)-oxamate). RXN SMILES: B(Br)(Br)Br.C[O:6][C:7]1[CH:8]=[C:9]([NH:13][C:14](=[O:19])[C:15]([O:17][CH3:18])=[O:16])[CH:10]=[CH:11][CH:12]=1.O>C(Cl)Cl>[OH:6][C:7]1[CH:8]=[C:9]([NH:13][C:14](=[O:19])[C:15]([O:17][CH3:18])=[O:16])[CH:10]=[CH:11][CH:12]=1. Procedure: 5 g of boron tribromide are added dropwise to a solution, cooled to -78° C., of 2 g of methyl N-(3-methoxyphenyl)-oxamate in 20 ml of methylene chloride in the course of 5 minutes. The mixture is stirred at room temperature for 5 hours, 5 ml of water are added, with cooling, and the organic phase is separated off. Drying over sodium sulfate and evaporation gives methyl N-(3-hydroxyphenyl)-oxamate. Starting materials: CS(=O)(=O)OC1CN(C1)C(C1=CC=CC=C1)C1=CC=CC=C1 (1-benzhydrylazetidin-3-yl methanesulfonate), C/C(/CO)=C\C ((E)-2-methylbut-2-en-1-ol). Yields the product C(C1=CC=CC=C1)(C1=CC=CC=C1)N1CC(C1)OC\C(=C\C)\C ((E)-1-Benzhydryl-3-(2-methylbut-2-enyloxy)azetidine), oil. Isolated yield 67.0%. As a reaction SMILES: CS([O:5][CH:6]1[CH2:9][N:8]([CH:10]([C:17]2[CH:22]=[CH:21][CH:20]=[CH:19][CH:18]=2)[C:11]2[CH:16]=[CH:15][CH:14]=[CH:13][CH:12]=2)[CH2:7]1)(=O)=O.[CH3:23]/[C:24](=[CH:27]\[CH3:28])/[CH2:25]O>>[CH:10]([N:8]1[CH2:9][CH:6]([O:5][CH2:23]/[C:24](/[CH3:25])=[CH:27]/[CH3:28])[CH2:7]1)([C:17]1[CH:22]=[CH:21][CH:20]=[CH:19][CH:18]=1)[C:11]1[CH:16]=[CH:15][CH:14]=[CH:13][CH:12]=1. Procedure details: A solution of 1-benzhydrylazetidin-3-yl methanesulfonate (447 mg, 1.41 mmol) in (E)-2-methylbut-2-en-1-ol (1.2 g, 14.1 mmol) was stirred under microwaves at 110° C. for 30 minutes. After concentration to dryness, the residue was purified by chromatography on silica gel using petroleum ether/ethyl acetate (9:1) as eluent. The title product was obtained as a colorless oil (290 mg, 67%). Starting materials: Br, CC(=O)CC(C)C, Cc1nc2ccccn2c(=O)c1CCCl, [I-], [K+], [Na+], [Na+], O=C([O-])[O-], O=C(c1ccccc1)C1CCNCC1. Product: Cc1nc2ccccn2c(=O)c1CCN1CCC(C(=O)c2ccccc2)CC1. Reaction SMILES: [BrH:16].[CH3:39][CH:40]([CH3:41])[CH2:42][C:43](=[O:44])[CH3:45].[Cl:1][CH2:2][CH2:3][c:4]1[c:5]([CH3:15])[n:6][c:7]2[n:8]([c:9]1=[O:10])[cH:11][cH:12][cH:13][cH:14]2.[I-:38].[K+:37].[Na+:31].[Na+:32].[O-:33][C:34](=[O:35])[O-:36].[c:17]1([C:23](=[O:24])[CH:25]2[CH2:26][CH2:27][NH:28][CH2:29][CH2:30]2)[cH:18][cH:19][cH:20][cH:21][cH:22]1>>[CH2:2]([CH2:3][c:4]1[c:5]([CH3:15])[n:6][c:7]2[n:8]([c:9]1=[O:10])[cH:11][cH:12][cH:13][cH:14]2)[N:28]1[CH2:27][CH2:26][CH:25]([C:23]([c:17]2[cH:18][cH:19][cH:20][cH:21][cH:22]2)=[O:24])[CH2:30][CH2:29]1. Starting materials: Cc1oc(-c2ccccc2)nc1CCO, CCCCCC, ClCCl, O=C(N=NC(=O)N1CCCCC1)N1CCCCC1, O=Cc1cccc(O)c1, c1ccc(P(c2ccccc2)c2ccccc2)cc1. Product: Cc1oc(-c2ccccc2)nc1CCOc1cccc(C=O)c1. As a reaction SMILES: [CH3:1][c:2]1[c:3]([CH2:13][CH2:14][OH:15])[n:4][c:5](-[c:7]2[cH:8][cH:9][cH:10][cH:11][cH:12]2)[o:6]1.[CH3:65][CH2:66][CH2:67][CH2:68][CH2:69][CH3:70].[Cl:62][CH2:63][Cl:64].[N:44]([C:45]([N:46]1[CH2:47][CH2:48][CH2:49][CH2:50][CH2:51]1)=[O:52])=[N:53][C:54]([N:55]1[CH2:56][CH2:57][CH2:58][CH2:59][CH2:60]1)=[O:61].[OH:16][c:17]1[cH:18][c:19]([CH:20]=[O:21])[cH:22][cH:23][cH:24]1.[c:25]1([P:26]([c:27]2[cH:28][cH:29][cH:30][cH:31][cH:32]2)[c:33]2[cH:34][cH:35][cH:36][cH:37][cH:38]2)[cH:39][cH:40][cH:41][cH:42][cH:43]1>>[CH3:1][c:2]1[c:3]([CH2:13][CH2:14][O:15][c:17]2[cH:18][c:19]([CH:20]=[O:21])[cH:22][cH:23][cH:24]2)[n:4][c:5](-[c:7]2[cH:8][cH:9][cH:10][cH:11][cH:12]2)[o:6]1. Reactants: [N+](=O)(O)[O-] (nitric acid), C1=CC2=C(C=CC3=C2C(=C1)C(=O)OC3=O)Cl (4-chloro-1,8-naphthalic anhydride), ice water. The solvent is S(O)(O)(=O)=O (sulfuric acid), S(O)(O)(=O)=O (sulfuric acid). Reaction conditions: time 2 hour. Product: C1=CC2=C3C(=C1)C(=O)OC(=O)C3=CC(=C2Cl)[N+](=O)[O-] (4-Chloro-3-nitro-1,8-naphthalic anhydride). RXN SMILES: [N+:1]([O-:4])(O)=[O:2].[CH:5]1[CH:14]=[C:13]2[C:15]([O:17][C:18](=[O:19])[C:11]3=[C:12]2[C:7](=[C:8]([Cl:20])[CH:9]=[CH:10]3)[CH:6]=1)=[O:16]>S(=O)(=O)(O)O>[CH:5]1[CH:14]=[C:13]2[C:15]([O:17][C:18]([C:11]3=[CH:10][C:9]([N+:1]([O-:4])=[O:2])=[C:8]([Cl:20])[C:7](=[C:12]23)[CH:6]=1)=[O:19])=[O:16]. Reported procedure: Mixture of concentrated sulfuric acid (2.7 mL) and concentrated nitric acid (2.0 mL) was added to a solution of 4-chloro-1,8-naphthalic anhydride (3.0 g, 12.8 mmol) in concentrated sulfuric acid (10.5 mL) at 0° C. The mixture was stirred at room temperature for 2 hours and poured into ice water (50 mL). The separated solid was filtered, washed with water, and dried to give 2.1 g of the title compound (Reference: Tet., 1995;51(33):9127-9138). Reactants: Br, CC(=O)O, Nc1nc(Cl)ccc1[N+](=O)[O-]. Yields the product Nc1nc(Br)ccc1[N+](=O)[O-]. Reaction SMILES: [BrH:1].[CH3:13][C:14](=[O:15])[OH:16].[NH2:2][c:3]1[n:4][c:5]([Cl:12])[cH:6][cH:7][c:8]1[N+:9](=[O:10])[O-:11]>>[Br:1][c:5]1[n:4][c:3]([NH2:2])[c:8]([N+:9](=[O:10])[O-:11])[cH:7][cH:6]1. The reactants are CC=1OC(=CC1C=O)C1=NOC(C1)(C(F)(F)F)C1=CC(=C(C(=C1)Cl)Cl)Cl (2-methyl-5-[5-(3,4,5-trichloro-phenyl)-5-trifluoromethyl-4,5-dihydro-isoxazol-3-yl]-furan-3-carbaldehyde), C(C)(C)(C)NC([O-])=O (tert-butylcarbamate), FC(C(=O)O)(F)F (trifluoroacetic acid), C(C)[SiH](CC)CC (triethylsilane), C(C)#N (acetonitrile). The solvent is C(C)(=O)OCC (ethyl acetate). Conditions: time 20 hour. Product: C(C)(C)(C)OC(NCC1=C(OC(=C1)C1=NOC(C1)(C(F)(F)F)C1=CC(=C(C(=C1)Cl)Cl)Cl)C)=O ({2-methyl-5-[5-(3,4,5-trichloro-phenyl)-5-trifluoromethyl-4,5-dihydro-isoxazol-3-yl]-furan-3-ylmethyl}-carbamic acid tert-butyl ester). RXN SMILES: [CH3:1][C:2]1[O:3][C:4]([C:9]2[CH2:13][C:12]([C:18]3[CH:23]=[C:22]([Cl:24])[C:21]([Cl:25])=[C:20]([Cl:26])[CH:19]=3)([C:14]([F:17])([F:16])[F:15])[O:11][N:10]=2)=[CH:5][C:6]=1[CH:7]=O.[C:27](NC(=O)[O-])([CH3:30])([CH3:29])[CH3:28].FC(F)(F)[C:37]([OH:39])=[O:38].C([SiH](CC)CC)C.C(#[N:51])C>C(OCC)(=O)C>[C:27]([O:39][C:37](=[O:38])[NH:51][CH2:7][C:6]1[CH:5]=[C:4]([C:9]2[CH2:13][C:12]([C:18]3[CH:23]=[C:22]([Cl:24])[C:21]([Cl:25])=[C:20]([Cl:26])[CH:19]=3)([C:14]([F:15])([F:16])[F:17])[O:11][N:10]=2)[O:3][C:2]=1[CH3:1])([CH3:30])([CH3:29])[CH3:28]. Procedure details: A mixture of 2-methyl-5-[5-(3,4,5-trichloro-phenyl)-5-trifluoromethyl-4,5-dihydro-isoxazol-3-yl]-furan-3-carbaldehyde (2.15 g), tert-butylcarbamate (1.80 g), trifluoroacetic acid (0.78 ml) and triethylsilane (2.48 ml) in acetonitrile (23 ml) is stirred at room temperature for 20 hours. After diluting with ethyl acetate, the reaction mixture is quenched with a saturated solution of NaHCO3. The organic phase is separated and the aqueous phase is extracted once with ethyl acetate. The combined orga... The reactants are ClC1=C(NC2=NC=NC3=CC(=CC(=C23)OC2CCOCC2)OCCCN2C(CNCC2)C(=O)OC(C)(C)C)C=C(C(=C1)Cl)OC (4-(2,4-dichloro-5-methoxyanilino)-7-[3-(tert-butoxycarbonylpiperazin-1-yl)propoxy]-5-tetrahydropyran-4-yloxyquinazoline), FC(C(=O)O)(F)F (trifluoroacetic acid). Run at time 2 hour. The product is Cl.Cl.ClC1=C(NC2=NC=NC3=CC(=CC(=C23)OC2CCOCC2)OCCCN2CCNCC2)C=C(C(=C1)Cl)OC (4-(2,4-dichloro-5-methoxyanilino)-7-(3-piperazin-1-ylpropoxy)-5-tetrahydropyran-4-yloxyquinazoline dihydrochloride). The yield is 292.0%. As a reaction SMILES: [Cl:1][C:2]1[CH:42]=[C:41]([Cl:43])[C:40]([O:44][CH3:45])=[CH:39][C:3]=1[NH:4][C:5]1[C:14]2[C:9](=[CH:10][C:11]([O:22][CH2:23][CH2:24][CH2:25][N:26]3[CH2:31][CH2:30][NH:29][CH2:28][CH:27]3C(OC(C)(C)C)=O)=[CH:12][C:13]=2[O:15][CH:16]2[CH2:21][CH2:20][O:19][CH2:18][CH2:17]2)[N:8]=[CH:7][N:6]=1.FC(F)(F)C(O)=O>>[ClH:1].[ClH:1].[Cl:1][C:2]1[CH:42]=[C:41]([Cl:43])[C:40]([O:44][CH3:45])=[CH:39][C:3]=1[NH:4][C:5]1[C:14]2[C:9](=[CH:10][C:11]([O:22][CH2:23][CH2:24][CH2:25][N:26]3[CH2:27][CH2:28][NH:29][CH2:30][CH2:31]3)=[CH:12][C:13]=2[O:15][CH:16]2[CH2:17][CH2:18][O:19][CH2:20][CH2:21]2)[N:8]=[CH:7][N:6]=1 |f:2.3.4|. Reported procedure: A mixture of 4-(2,4-dichloro-5-methoxyanilino)-7-[3-(tert-butoxycarbonylpiperazin-1-yl)propoxy]-5-tetrahydropyran-4-yloxyquinazoline (0.12 g) and trifluoroacetic acid (2 ml) was stirred at ambient temperature for 2 hours. The mixture was evaporated and the residue was triturated under diethyl ether. The resultant solid was isolated and dried under vacuum. The solid was dissolved in diethyl ether and 6M hydrogen chloride gas in diethyl ether (0.5 ml) was added. The resultant solid was isolated, w...